This data is from the Open Reaction Database (ORD), a public repository of structured organic reaction records. The task is: describe an organic reaction: reactants, conditions, products, and yield Yields the product CC1=C(C=CC=C1)C1=CC=C(S1)S(=O)(=O)NC1=CC(=CC=C1)C1=NN=NN1 (5-(2-Methylphenyl)-N-[3-(1H-tetrazol-5-yl)phenyl]thiophene-2-sulfonamide). Yield: 41.0%. RXN SMILES: Br[C:2]1[S:6][C:5]([S:7]([NH:10][C:11]2[CH:16]=[CH:15][CH:14]=[C:13]([C:17]3[NH:21][N:20]=[N:19][N:18]=3)[CH:12]=2)(=[O:9])=[O:8])=[CH:4][CH:3]=1.[C:22]1([CH3:31])[CH:27]=[CH:26][CH:25]=[CH:24][C:23]=1B(O)O>>[CH3:31][C:22]1[CH:27]=[CH:26][CH:25]=[CH:24][C:23]=1[C:2]1[S:6][C:5]([S:7]([NH:10][C:11]2[CH:16]=[CH:15][CH:14]=[C:13]([C:17]3[NH:21][N:20]=[N:19][N:18]=3)[CH:12]=2)(=[O:9])=[O:8])=[CH:4][CH:3]=1. Procedure: The product was prepared according to General Procedure 3, described in Example 22, using 5-bromo-N-[3-(1H-tetrazol-5-yl)phenyl]thiophene-2-sulfonamide (Intermediate 17) (19 mg, 0.055 mmol) and o-tolylboronic acid (8 mg, 0.06 mmol). The title compound was obtained in 41% yield (8.1 mg). MS (ESI+) calcd mass for C18H15N5O2S2 397.066716, found 397.066896. The reactants are BrC1=CC=C(S1)S(=O)(=O)NC1=CC(=CC=C1)C1=NN=NN1 (5-bromo-N-[3-(1H-tetrazol-5-yl)phenyl]thiophene-2-sulfonamide), BrC1=CC=C(S1)S(=O)(=O)NC1=CC(=CC=C1)C1=NN=NN1 (5-bromo-N-[3-(1H-tetrazol-5-yl)phenyl]thiophene-2-sulfonamide), C1(=C(C=CC=C1)B(O)O)C (o-tolylboronic acid). Starting materials: COC1=CC=C(C(=O)Cl)C=C1 (p-methoxybenzoyl chloride), Cl (hydrochloric acid), NCCCC(=O)O (4-amino-butyric acid), [OH-].[Na+] (sodium hydroxide). The solvent is O (water). Run at time 2 hour. Yields the product COC1=CC=C(C(=O)NCCCC(=O)O)C=C1 (4-(p-methoxybenzoylamino)butyric acid). RXN SMILES: [CH3:1][O:2][C:3]1[CH:11]=[CH:10][C:6]([C:7](Cl)=[O:8])=[CH:5][CH:4]=1.[NH2:12][CH2:13][CH2:14][CH2:15][C:16]([OH:18])=[O:17].[OH-].[Na+].Cl>O>[CH3:1][O:2][C:3]1[CH:11]=[CH:10][C:6]([C:7]([NH:12][CH2:13][CH2:14][CH2:15][C:16]([OH:18])=[O:17])=[O:8])=[CH:5][CH:4]=1 |f:2.3|. Reported procedure: 10.2 g. of p-methoxybenzoyl chloride are added at 30° C. in one portion while stirring well to 30.9 g. of 4-amino-butyric acid, 24.0 g. of sodium hydroxide and 300 ml. of ion-free water. After 2 hours, the mixture is acidified with 75 ml. of concentrated hydrochloric acid at a temperature below 10° C. The precipitate is filtered off, washed ion-free with water, dried in a drying oven at 65° C. over phosphorus pentoxide and then recrystallized from 45 ml. of acetone/low-boiling petroleum ether (3... Starting materials: CCCCCC1CCC(C=CCCc2ccc(C(=O)O)cc2)CC1, CN(C)c1ccncc1, C(=NC1CCCCC1)=NC1CCCCC1, ClCCl, Oc1ccc(F)cc1. Yields the product CCCCCC1CCC(C=CCCc2ccc(C(=O)Oc3ccc(F)cc3)cc2)CC1. As a reaction SMILES: [CH2:1]([CH2:2][CH2:3][CH2:4][CH3:5])[CH:6]1[CH2:7][CH2:8][CH:9]([CH:12]=[CH:13][CH2:14][CH2:15][c:16]2[cH:17][cH:18][c:19]([C:20](=[O:21])[OH:22])[cH:23][cH:24]2)[CH2:10][CH2:11]1.[CH3:48][N:49]([CH3:50])[c:51]1[cH:52][cH:53][n:54][cH:55][cH:56]1.[CH:33]1([N:34]=[C:35]=[N:36][CH:37]2[CH2:38][CH2:39][CH2:40][CH2:41][CH2:42]2)[CH2:43][CH2:44][CH2:45][CH2:46][CH2:47]1.[Cl:57][CH2:58][Cl:59].[F:25][c:26]1[cH:27][cH:28][c:29]([OH:32])[cH:30][cH:31]1>>[CH2:1]([CH2:2][CH2:3][CH2:4][CH3:5])[CH:6]1[CH2:7][CH2:8][CH:9]([CH:12]=[CH:13][CH2:14][CH2:15][c:16]2[cH:17][cH:18][c:19]([C:20]([O:21][c:29]3[cH:28][cH:27][c:26]([F:25])[cH:31][cH:30]3)=[O:22])[cH:23][cH:24]2)[CH2:10][CH2:11]1. Starting materials: CC(=CC[C@H](C1=CC(=O)C=2C(=CC=C(C2C1=O)O)O)O)C (shikonin), C1(CCCCC1)N=C=NC1CCCCC1 (dicyclohexylcarbodiimide), C1(=CC=CC=C1)C(C(=O)O)C1=CC=CC=C1 (diphenylacetic acid). Reagents/catalysts: CN(C1=CC=NC=C1)C (4-dimethylaminopyridine). Run in ClCCl (dichloromethane). Reaction conditions: time 30 minute. Yields the product C1(=CC=CC=C1)C(C(=O)OC(CC=C(C)C)C=1C(C2=C(C=CC(=C2C(C1)=O)O)O)=O)C1=CC=CC=C1 (2-(1-diphenylacetyloxy-4-methyl-3-pentenyl)-5,8-dihydroxy-1,4-naphthoquinone). The yield is 56.0%. As a reaction SMILES: [CH3:1][C:2]([CH3:21])=[CH:3][CH2:4][C@@H:5]([OH:20])[C:6]1[C:16](=[O:17])[C:15]2[C:14]([OH:18])=[CH:13][CH:12]=[C:11]([OH:19])[C:10]=2[C:8](=[O:9])[CH:7]=1.C1(N=C=NC2CCCCC2)CCCCC1.[C:37]1([CH:43]([C:47]2[CH:52]=[CH:51][CH:50]=[CH:49][CH:48]=2)[C:44](O)=[O:45])[CH:42]=[CH:41][CH:40]=[CH:39][CH:38]=1>CN(C)C1C=CN=CC=1.ClCCl>[C:47]1([CH:43]([C:37]2[CH:38]=[CH:39][CH:40]=[CH:41][CH:42]=2)[C:44]([O:20][CH:5]([C:6]2[C:16](=[O:17])[C:15]3[C:10]([C:8](=[O:9])[CH:7]=2)=[C:11]([OH:19])[CH:12]=[CH:13][C:14]=3[OH:18])[CH2:4][CH:3]=[C:2]([CH3:21])[CH3:1])=[O:45])[CH:48]=[CH:49][CH:50]=[CH:51][CH:52]=1. Procedure: 288 mg (1 mmole) of shikonin, 226 mg (1.1 mmole) of dicyclohexylcarbodiimide and 30 mg (0.25 mmole) of 4-dimethylaminopyridine were dissolved in 3 ml of dry dichloromethane. To the resulting solution was added 212 mg (1 mmole) of diphenylacetic acid at 0° C. under nitrogen gas, and the mixture was stirred for 30 minutes and then at room temperature for further 3 hours. The resulting product was separated and purified according to the procedures as described in Example 1 to obtain 270 mg (Yield: ... Starting materials: ClC1=C(C#N)C=CC(=C1C)C=1[C@H]([C@H]2N(N1)CC[C@@H]2O)OC2OCCCC2 (2-chloro-4-((3S,3aS,4S)-4-hydroxy-3-(tetrahydro-2H-pyran-2-yloxy)-3a,4,5,6-tetrahydro-3H-pyrrolo[1,2-b]pyrazol-2-yl)-3-methylbenzonitrile), C1=CC=C(C=C1)P(C2=CC=CC=C2)C3=CC=CC=C3 (PPh3), C(C1=CC=CC=C1)(=O)O (benzoic acid), CC(C)OC(=O)/N=N/C(=O)OC(C)C (DIAD). The solvent is C(C)(=O)OCC (ethyl acetate), C1CCOC1 (THF). Run at time 3 hour. The product is C(C1=CC=CC=C1)(=O)O[C@@H]1CCN2N=C([C@H]([C@@H]21)OC2OCCCC2)C2=C(C(=C(C=C2)C#N)Cl)C ((3S,3aS,4R)-2-(3-chloro-4-cyano-2-methylphenyl)-3-(tetrahydro-2H-pyran-2-yloxy)-3a,4,5,6-tetrahydro-3H-pyrrolo[1,2-b]pyrazol-4-yl benzoate). Isolated yield 100.0%. As a reaction SMILES: [Cl:1][C:2]1[C:9]([CH3:10])=[C:8]([C:11]2[C@@H:12]([O:20][CH:21]3[CH2:26][CH2:25][CH2:24][CH2:23][O:22]3)[C@@H:13]3[C@@H:18]([OH:19])[CH2:17][CH2:16][N:14]3[N:15]=2)[CH:7]=[CH:6][C:3]=1[C:4]#[N:5].C1C=CC(P(C2C=CC=CC=2)C2C=CC=CC=2)=CC=1.[C:46](O)(=[O:53])[C:47]1[CH:52]=[CH:51][CH:50]=[CH:49][CH:48]=1.CC(OC(/N=N/C(OC(C)C)=O)=O)C>C1COCC1.C(OCC)(=O)C>[C:46]([O:19][C@H:18]1[C@@H:13]2[N:14]([N:15]=[C:11]([C:8]3[CH:7]=[CH:6][C:3]([C:4]#[N:5])=[C:2]([Cl:1])[C:9]=3[CH3:10])[C@H:12]2[O:20][CH:21]2[CH2:26][CH2:25][CH2:24][CH2:23][O:22]2)[CH2:16][CH2:17]1)(=[O:53])[C:47]1[CH:52]=[CH:51][CH:50]=[CH:49][CH:48]=1. Procedure: To a solution of 2-chloro-4-((3S,3aS,4S)-4-hydroxy-3-(tetrahydro-2H-pyran-2-yloxy)-3a,4,5,6-tetrahydro-3H-pyrrolo[1,2-b]pyrazol-2-yl)-3-methylbenzonitrile (80 mg, 0.235 mmol) in THF (3 mL) were added PPh3 (123 mg, 0.470 mmol), benzoic acid (58 mg, 0.470 mmol) and DIAD (0.09 mL, 0.470 mmol) and the reaction mixture was stirred at room temperature for 3 h. Then it was diluted with ethyl acetate and washed with saturated NaHCO3 solution, water, and brine, then dried over Na2SO4 and concentrated to ... The reactants are COC=1C=CC(=C(C1)C(CNC(=O)CN)O)OC.Cl (Midodrine HCl), intermediate ( 2 ), ClCC(=O)Cl (chloroacetyl chloride). The product is ClCC(=O)NCC(O)C1=C(C=CC(=C1)OC)OC (2-chloro-N-[2-(2,5-dimethoxyphenyl)-2-hydroxyethyl]acetamide). RXN SMILES: [CH3:1][O:2][C:3]1[CH:4]=[CH:5][C:6]([O:17][CH3:18])=[C:7]([CH:9]([OH:16])[CH2:10][NH:11][C:12]([CH2:14]N)=[O:13])[CH:8]=1.Cl.[Cl:20]CC(Cl)=O>>[Cl:20][CH2:14][C:12]([NH:11][CH2:10][CH:9]([C:7]1[CH:8]=[C:3]([O:2][CH3:1])[CH:4]=[CH:5][C:6]=1[O:17][CH3:18])[OH:16])=[O:13] |f:0.1|. Procedure: The synthesis of Midodrine HCl consists of reacting the key intermediate (2) with chloroacetyl chloride to afford 2-chloro-N-[2-(2,5-dimethoxyphenyl)-2-hydroxyethyl]acetamide (3). The reaction of (3) with sodium azide will provide 2-azido-N-[2-(2,5-dimethoxyphenyl)-2-hydroxyethyl]acetamide (4) which is subsequently subjected to hydrogenation to afford Midodrine base (6). The reactants are C=Cc1ccc(C(C)(C)C)c(F)c1, Cn1ccnc1, Cc1ccccc1, CCOC(=O)C=[N+]=[N-]. As a reaction SMILES: [C:1]([CH3:2])([CH3:3])([CH3:4])[c:5]1[c:6]([F:13])[cH:7][c:8]([CH:11]=[CH2:12])[cH:9][cH:10]1.[CH3:14][n:15]1[cH:16][n:17][cH:18][cH:19]1.[CH3:28][c:29]1[cH:30][cH:31][cH:32][cH:33][cH:34]1.[N+:20](=[N-:21])=[CH:22][C:23](=[O:24])[O:25][CH2:26][CH3:27]>>[C:1]([CH3:2])([CH3:3])([CH3:4])[c:5]1[c:6]([F:13])[cH:7][c:8]([CH:11]2[CH2:12][CH:22]2[C:23](=[O:24])[O:25][CH2:26][CH3:27])[cH:9][cH:10]1. The product is CCOC(=O)C1CC1c1ccc(C(C)(C)C)c(F)c1. Reported procedure: 5-(4-Benzyloxycarbonylaminophenyl)-3-methyl-2(1H)pyrazinone (1.5 g) was treated with hydrogen bromide in acetic acid in a manner similar to that described in Example 20 to give the title compound as its hydrobromide salt (1.09 g) which on recrystallisation from ethanol/ether has m.p. >300° C.; ν(Nujol mull) 1632, 1640 cm-1. Reaction SMILES: C(OC([NH:11][C:12]1[CH:17]=[CH:16][C:15]([C:18]2[N:19]=[C:20]([CH3:25])[C:21](=[O:24])[NH:22][CH:23]=2)=[CH:14][CH:13]=1)=O)C1C=CC=CC=1.[BrH:26]>C(O)(=O)C>[BrH:26].[NH2:11][C:12]1[CH:13]=[CH:14][C:15]([C:18]2[N:19]=[C:20]([CH3:25])[C:21](=[O:24])[NH:22][CH:23]=2)=[CH:16][CH:17]=1 |f:3.4|. Yields the product Br.NC1=CC=C(C=C1)C=1N=C(C(NC1)=O)C (5-(4-Aminophenyl)-3-methyl-2(1H)-pyrazinone hydrobromide), hydrobromide salt. Run in C(C)(=O)O (acetic acid). The reactants are C(C1=CC=CC=C1)OC(=O)NC1=CC=C(C=C1)C=1N=C(C(NC1)=O)C (5-(4-Benzyloxycarbonylaminophenyl)-3-methyl-2(1H)pyrazinone), Br (hydrogen bromide).